Dataset: the Open Reaction Database (ORD), a public repository of structured organic reaction records. Task: describe an organic reaction: reactants, conditions, products, and yield The reactants are CC1Cc2ccccc2C1=O, N, [Na+], [OH-], O. The product is CC1(N)Cc2ccccc2C1=O. As a reaction SMILES: [CH3:1][CH:2]1[C:3](=[O:11])[c:4]2[cH:5][cH:6][cH:7][cH:8][c:9]2[CH2:10]1.[NH3:12].[Na+:14].[OH-:13].[OH2:15]>>[CH3:1][C:2]1([NH2:12])[C:3](=[O:11])[c:4]2[cH:5][cH:6][cH:7][cH:8][c:9]2[CH2:10]1. The reactants are C1(=CC=C(C=C1)S(=O)(=O)O)C (p-toluenesulphonic acid), COC(=C)C (isopropenyl methyl ether), O1[C@H]2[C@@H]1C(C=C1C=C[C@H]3[C@@H]4CC[C@H]([C@@H](CO)C)[C@]4(CC[C@@H]3[C@@]21C)C)=O ((20S)-1α,2α-epoxy-21-hydroxy-20-methyl-pregna-4,6-dien-3-one), O (water), suspension. Solvent: C1(=CC=CC=C1)C (toluene), N1=CC=CC=C1 (pyridine), C(C)N(CC)CC (triethylamine), C1(=CC=CC=C1)C (toluene). Run at temperature 0 celsius, time 3 hour. Product: O1[C@H]2[C@@H]1C(C=C1C=C[C@H]3[C@@H]4CC[C@H]([C@@H](COC(C)(C)OC)C)[C@]4(CC[C@@H]3[C@@]21C)C)=O ((20S)-1α,2α-epoxy-21-(1-methoxy-1-methylethoxy)-20 -methyl-pregna-4,6-dien-3-one). Isolated yield 70.0%. RXN SMILES: [O:1]1[C@H:3]2[C:4](=[O:25])[CH:5]=[C:6]3[C@:22]([CH3:23])([C@@H:2]12)[C@@H:21]1[C@H:9]([C@H:10]2[C@:18]([CH3:24])([CH2:19][CH2:20]1)[C@@H:13]([C@H:14]([CH3:17])[CH2:15][OH:16])[CH2:12][CH2:11]2)[CH:8]=[CH:7]3.O.C1(C)C=CC(S(O)(=O)=O)=CC=1.[CH3:38][O:39][C:40]([CH3:42])=[CH2:41]>C1(C)C=CC=CC=1.C(N(CC)CC)C.N1C=CC=CC=1>[O:1]1[C@H:3]2[C:4](=[O:25])[CH:5]=[C:6]3[C@:22]([CH3:23])([C@@H:2]12)[C@@H:21]1[C@H:9]([C@H:10]2[C@:18]([CH3:24])([CH2:19][CH2:20]1)[C@@H:13]([C@H:14]([CH3:17])[CH2:15][O:16][C:40]([O:39][CH3:38])([CH3:42])[CH3:41])[CH2:12][CH2:11]2)[CH:8]=[CH:7]3. Procedure details: A solution of 3.42 g (10 mmol) of (20S)-1α,2α-epoxy-21-hydroxy-20-methyl-pregna-4,6-dien-3-one in 100 ml of toluene is concentrated to 50 ml in a water-jet vacuum. The resulting suspension is treated at 0° C. with 2 ml of a suspension prepared from 50 ml of toluene, 0.172 g of p-toluenesulphonic acid and 0.2 ml of pyridine. Thereafter 3 ml of isopropenyl methyl ether are added and the resulting mixture is stirred at 0° C. for 3 hours. After the addition of 1 ml of triethylamine, the mixture is c... Starting materials: O (water), NC1=NC(=C(C(=C1C#N)C1=CC=C(C=C1)NC(C)=O)C#N)S (N-[4-(2-amino-3,5-dicyano-6-sulphanyl-4-pyridinyl)phenyl]-acetamide), Cl.N1=C(C=CC=C1)CCl (2-picolyl chloride hydrochloride), C(O)([O-])=O.[Na+] (sodium hydrogen carbonate). Run in CN(C)C=O (DMF). Reaction conditions: time 2 hour. The product is NC1=NC(=C(C(=C1C#N)C1=CC=C(C=C1)NC(C)=O)C#N)SCC1=NC=CC=C1 (N-(4-{2-Amino-3,5-dicyano-6-[(2-pyridinylmethyl)sulphanyl]-4-pyridinyl}-phenyl)acetamide). As a reaction SMILES: [NH2:1][C:2]1[C:7]([C:8]#[N:9])=[C:6]([C:10]2[CH:15]=[CH:14][C:13]([NH:16][C:17](=[O:19])[CH3:18])=[CH:12][CH:11]=2)[C:5]([C:20]#[N:21])=[C:4]([SH:22])[N:3]=1.Cl.[N:24]1[CH:29]=[CH:28][CH:27]=[CH:26][C:25]=1[CH2:30]Cl.C(=O)([O-])O.[Na+].O>CN(C=O)C>[NH2:1][C:2]1[C:7]([C:8]#[N:9])=[C:6]([C:10]2[CH:11]=[CH:12][C:13]([NH:16][C:17](=[O:19])[CH3:18])=[CH:14][CH:15]=2)[C:5]([C:20]#[N:21])=[C:4]([S:22][CH2:30][C:25]2[CH:26]=[CH:27][CH:28]=[CH:29][N:24]=2)[N:3]=1 |f:1.2,3.4|. Procedure: 9.28 g (30 mmol) of N-[4-(2-amino-3,5-dicyano-6-sulphanyl-4-pyridinyl)phenyl]-acetamide, 7.38 g (45 mmol) of 2-picolyl chloride hydrochloride and 10.08 g (120 mmol) of sodium hydrogen carbonate are stirred at room temperature in 100 ml of DMF. After 2 hours, 100 ml of water are added dropwise at from 40 to 50° C. The product is C(C)C=1C=C(C(=C(C1)C(C(=O)OC)O)F)OC (Methyl 2-(5-ethyl-2-fluoro-3-methoxyphenyl)-2-hydroxyacetate). Starting materials: C(C)C=1C=C(C(=C(C1)C(C#N)O)F)OC (2-(5-Ethyl-2-fluoro-3-methoxyphenyl)-2-hydroxyacetonitrile), C(C)OC=1C(=C(C=C(C1)CC)C(C(=O)OC)O)F (Methyl 2-(3-ethoxy-5-ethyl-2-fluorophenyl)-2-hydroxyacetate). RXN SMILES: C(C1C=C(OC)C(F)=C(C(O)C#N)C=1)C.[CH2:16]([O:18][C:19]1[C:20]([F:33])=[C:21]([CH:27]([OH:32])[C:28]([O:30][CH3:31])=[O:29])[CH:22]=[C:23]([CH2:25][CH3:26])[CH:24]=1)C>>[CH2:25]([C:23]1[CH:24]=[C:19]([O:18][CH3:16])[C:20]([F:33])=[C:21]([CH:27]([OH:32])[C:28]([O:30][CH3:31])=[O:29])[CH:22]=1)[CH3:26]. Procedure details: 119C was prepared from 119B using a procedure similar to that used in the preparation of 118F. 1H NMR (400 MHz, CDCl3) δ ppm 1.21 (t, J=7.69 Hz, 3H) 2.59 (q, J=7.47 Hz, 2H) 3.76 (s, 3H) 3.87 (s, 3H) 5.38 (s, 1H) 6.65-6.85 (m, 2H).